Dataset: the Open Reaction Database (ORD), a public repository of structured organic reaction records. Task: describe an organic reaction: reactants, conditions, products, and yield Starting materials: ClC1=CC=2CCCC2C=2OC(CC21)CN ((±)-1-(4-chloro-3,6,7,8-tetrahydro-2H-indeno[4,5-b]furan-2-yl)methanamine), CC1=CC=C(C=C1)S(=O)(=O)OC (methyl 4-methylbenzenesulfonate), C(C)(C)N(CC)C(C)C (diisopropylethylamine), ClC(=O)OCC1=CC=CC=C1 (benzyl chloroformate). Product: ClC1=CC=2CCCC2C=2OC(CC21)CNC(OCC2=CC=CC=C2)=O ((±)-benzyl (4-chloro-3,6,7,8-tetrahydro-2H-indeno[4,5-b]furan-2-yl)methylcarbamate). The yield is 98.2%. Reaction SMILES: [Cl:1][C:2]1[C:13]2[CH2:12][CH:11]([CH2:14][NH2:15])[O:10][C:9]=2[C:8]2[CH2:7][CH2:6][CH2:5][C:4]=2[CH:3]=1.C(N(C(C)C)CC)(C)C.Cl[C:26]([O:28][CH2:29][C:30]1[CH:35]=[CH:34][CH:33]=[CH:32][CH:31]=1)=[O:27].CC1C=CC(S(OC)(=O)=O)=CC=1>>[Cl:1][C:2]1[C:13]2[CH2:12][CH:11]([CH2:14][NH:15][C:26](=[O:27])[O:28][CH2:29][C:30]3[CH:35]=[CH:34][CH:33]=[CH:32][CH:31]=3)[O:10][C:9]=2[C:8]2[CH2:7][CH2:6][CH2:5][C:4]=2[CH:3]=1. Procedure: Treatment of (±)-1-(4-chloro-3,6,7,8-tetrahydro-2H-indeno[4,5-b]furan-2-yl)methanamine (1.11 g, 4.27 mmol) with diisopropylethylamine (1.65 g, 12.8 mmol) followed by benzyl chloroformate (0.87 g, 5.12 mmol) generally according to the procedure described for Intermediate 7 provided 1.5 g (98%) of (±)-benzyl (4-chloro-3,6,7,8-tetrahydro-2H-indeno[4,5-b]furan-2-yl)methylcarbamate as a white solid. mp 127-130° C.; Anal. calcd. for C20H20ClNO3: C, 67.13; H, 5.63; N, 3.91. Found: C, 67.03; H, 5.42; N,... Reactants: O (water), N[C@@H]1C[C@H](CC1)C(C)(C)O (2-(trans-3-aminocyclopentyl)propan-2-ol), ClC=1C=CC=2N(N1)C(=CN2)C2=CC(=CC=C2)Cl (6-chloro-3-(3-chlorophenyl)imidazo[1,2-b]pyridazine), [F-].[K+] (KF), 8-82. Solvent: CS(=O)C (DMSO). Run at temperature 130 celsius, time 8 hour. The product is ClC=1C=C(C=CC1)C1=CN=C2N1N=C(C=C2)N[C@@H]2C[C@H](CC2)C(C)(C)O (2-(trans-3-((3-(3-chlorophenyl)imidazo[1,2-b]pyridazin-6-yl)amino)cyclopentyl)propan-2-ol). As a reaction SMILES: [NH2:1][C@H:2]1[CH2:6][CH2:5][C@H:4]([C:7]([OH:10])([CH3:9])[CH3:8])[CH2:3]1.Cl[C:12]1[CH:13]=[CH:14][C:15]2[N:16]([C:18]([C:21]3[CH:26]=[CH:25][CH:24]=[C:23]([Cl:27])[CH:22]=3)=[CH:19][N:20]=2)[N:17]=1.[F-].[K+].O>CS(C)=O>[Cl:27][C:23]1[CH:22]=[C:21]([C:18]2[N:16]3[N:17]=[C:12]([NH:1][C@H:2]4[CH2:6][CH2:5][C@H:4]([C:7]([OH:10])([CH3:9])[CH3:8])[CH2:3]4)[CH:13]=[CH:14][C:15]3=[N:20][CH:19]=2)[CH:26]=[CH:25][CH:24]=1 |f:2.3|. Procedure: A mixture of 2-(trans-3-aminocyclopentyl)propan-2-ol (82 mg, 0.57 mmol), 6-chloro-3-(3-chlorophenyl)imidazo[1,2-b]pyridazine (100 mg, 0.38 mmol) and KF (66.2 mg, 1.14 mmol) in DMSO (1 mL) was stirred at 130° C. overnight. LCMS showed the reaction was complete. The mixture was poured into water (100 mL) and extracted with EtOAc (50 mL*3). The combined extracts were dried over Na2SO4, filtered and concentrated in vacuo. The residue was purified by prep-HPLC to give EX. 8-82 (45 mg, 32%) as an off-...